This data is from the Open Reaction Database (ORD), a public repository of structured organic reaction records. The task is: describe an organic reaction: reactants, conditions, products, and yield Starting materials: CCO, CCOC(=O)C(C)(C)Oc1ccc(CN(Cc2ccccc2)c2ccc(Cl)cc2)cc1, [Na+], [OH-]. Product: CC(C)(Oc1ccc(CN(Cc2ccccc2)c2ccc(Cl)cc2)cc1)C(=O)O. RXN SMILES: [CH3:34][CH2:35][OH:36].[Cl:1][c:2]1[cH:3][cH:4][c:5]([N:8]([CH2:9][c:10]2[cH:11][cH:12][cH:13][cH:14][cH:15]2)[CH2:16][c:17]2[cH:18][cH:19][c:20]([O:21][C:22]([C:23](=[O:24])[O:25][CH2:26][CH3:27])([CH3:28])[CH3:29])[cH:30][cH:31]2)[cH:6][cH:7]1.[Na+:33].[OH-:32]>>[Cl:1][c:2]1[cH:3][cH:4][c:5]([N:8]([CH2:9][c:10]2[cH:11][cH:12][cH:13][cH:14][cH:15]2)[CH2:16][c:17]2[cH:18][cH:19][c:20]([O:21][C:22]([C:23](=[O:24])[OH:25])([CH3:28])[CH3:29])[cH:30][cH:31]2)[cH:6][cH:7]1.